From a dataset of the Open Reaction Database (ORD), a public repository of structured organic reaction records. describe an organic reaction: reactants, conditions, products, and yield RXN SMILES: [CH3:19][C:20]#[N:21].[Cl:12][C:13](=[CH:14][C:15](=[O:16])[Cl:17])[Cl:18].[c:1]1([NH:7][NH:8][C:9](=[O:10])[NH2:11])[cH:2][cH:3][cH:4][cH:5][cH:6]1>>[c:1]1([N:7]([NH:8][C:9](=[O:10])[NH2:11])[C:15]([CH:14]=[C:13]([Cl:12])[Cl:18])=[O:16])[cH:2][cH:3][cH:4][cH:5][cH:6]1. Starting materials: CC#N, O=C(Cl)C=C(Cl)Cl, NC(=O)NNc1ccccc1. The product is NC(=O)NN(C(=O)C=C(Cl)Cl)c1ccccc1. The reactants are FC1=CC=C(C=C1)SC1=C(C=C(C=N1)C(C)=O)C (1-(6-((4-fluorophenyl)thio)-5-methylpyridin-3-yl)ethanone), CC(C)(C)[S@@](=O)N ((R)-2-methylpropane-2-sulfinamide), Amine-1. Product: FC1=CC=C(C=C1)SC1=C(C=C(C=N1)C(C)N[S@](=O)C(C)(C)C)C ((R)—N-(1-(6-((4-fluorophenyl)thio)-5-methylpyridin-3-yl)ethyl)-2-methylpropane-2-sulfinamide). The yield is 74.0%. Reaction SMILES: [F:1][C:2]1[CH:7]=[CH:6][C:5]([S:8][C:9]2[N:14]=[CH:13][C:12]([C:15](=O)[CH3:16])=[CH:11][C:10]=2[CH3:18])=[CH:4][CH:3]=1.[CH3:19][C:20]([S@:23]([NH2:25])=[O:24])([CH3:22])[CH3:21]>>[F:1][C:2]1[CH:7]=[CH:6][C:5]([S:8][C:9]2[N:14]=[CH:13][C:12]([CH:15]([NH:25][S@@:23]([C:20]([CH3:22])([CH3:21])[CH3:19])=[O:24])[CH3:16])=[CH:11][C:10]=2[CH3:18])=[CH:4][CH:3]=1. Procedure: The title compound is prepared in 74% yield (2.82 g, white solid) from 1-(6-((4-fluorophenyl)thio)-5-methylpyridin-3-yl)ethanone (2.71 g, 10.4 mmol, Step-4) and (R)-2-methylpropane-2-sulfinamide (1.89 g, 15.6 mmol) in a similar manner to Step-4 of Amine-1. Reactants: C1CCCCC1 (cyclohexane), C(C)(C)(C)OO (t-butyl hydroperoxide), ON1C(CC(CC1(C)C)=O)(C)C (1-oxyl-2,2,6,6-tetramethyl-4-piperidone). Reagents/catalysts: [Mo](=O)(=O)=O (molybdenum trioxide), [Mo](=O)(=O)=O (molybdenum trioxide). Run in O (water). Run at time 5 hour. Product: C1(CCCCC1)ON1C(CC(CC1(C)C)=O)(C)C (1-cyclohexyloxy-2,2,6,6-tetramethyl-4-piperidone). The yield is 98.7%. Reaction SMILES: [CH2:1]1[CH2:6][CH2:5][CH2:4][CH2:3][CH2:2]1.C(OO)(C)(C)C.[OH:13][N:14]1[C:19]([CH3:21])([CH3:20])[CH2:18][C:17](=[O:22])[CH2:16][C:15]1([CH3:24])[CH3:23]>[Mo](=O)(=O)=O.O>[CH:1]1([O:13][N:14]2[C:19]([CH3:20])([CH3:21])[CH2:18][C:17](=[O:22])[CH2:16][C:15]2([CH3:24])[CH3:23])[CH2:6][CH2:5][CH2:4][CH2:3][CH2:2]1. Procedure details: A mixture of cyclohexane (215 ml, 2.0 moles), t-butyl hydroperoxide, 70% aqueous (77.1 g, 0.6 moles), molybdenum trioxide (1.44 g, 0.01 moles) and 1-oxyl-2,2,6,6-tetramethyl-4-piperidone (34 g, 0.2 moles) is charged into a 500 ml flask equipped with a Barrett trap. The mixture is stirred at reflux (80° C.) for two hours until no more water is collected. Then, the mixture is filtered by gravity into a pressure bottle and molybdenum trioxide (1.44 g, 0.01 mole) is added. Subsequently, the mixture ...